describe an organic reaction: reactants, conditions, products, and yield From a dataset of the Open Reaction Database (ORD), a public repository of structured organic reaction records. Starting materials: BrCc1ccccc1, [K+], [K+], O=C([O-])[O-], CN(C)C=O, O, Oc1ccc2cccc(O)c2n1. Product: Oc1ccc2cccc(OCc3ccccc3)c2n1. Reaction SMILES: [Br:19][CH2:20][c:21]1[cH:22][cH:23][cH:24][cH:25][cH:26]1.[K+:13].[K+:14].[O-:15][C:16]([O-:17])=[O:18].[O:27]=[CH:28][N:29]([CH3:30])[CH3:31].[OH2:32].[OH:1][c:2]1[cH:3][cH:4][c:5]2[cH:6][cH:7][cH:8][c:9]([OH:10])[c:11]2[n:12]1>>[OH:1][c:2]1[cH:3][cH:4][c:5]2[cH:6][cH:7][cH:8][c:9]([O:10][CH2:20][c:21]3[cH:22][cH:23][cH:24][cH:25][cH:26]3)[c:11]2[n:12]1.